From a dataset of the Open Reaction Database (ORD), a public repository of structured organic reaction records. describe an organic reaction: reactants, conditions, products, and yield The reactants are F[B-](F)(F)F, C1CCOC1, Cc1cc(C(=O)O)ccc1N1CCOCC1=O, CCN(C(C)C)C(C)C, NC(c1cccnc1)c1nc2cc(Cl)ccc2[nH]1, CN(C)C(On1nnc2ccccc21)=[N+](C)C. Product: Cc1cc(C(=O)NC(c2cccnc2)c2nc3cc(Cl)ccc3[nH]2)ccc1N1CCOCC1=O. As a reaction SMILES: [B-:36]([F:37])([F:38])([F:39])[F:40].[CH2:67]1[O:68][CH2:69][CH2:70][CH2:71]1.[CH3:1][c:2]1[cH:3][c:4]([C:5](=[O:6])[OH:7])[cH:8][cH:9][c:10]1[N:11]1[C:12](=[O:17])[CH2:13][O:14][CH2:15][CH2:16]1.[CH:58]([N:59]([CH2:60][CH3:61])[CH:62]([CH3:63])[CH3:64])([CH3:65])[CH3:66].[Cl:18][c:19]1[cH:20][c:21]2[c:22]([nH:23][c:24]([CH:26]([c:27]3[cH:28][n:29][cH:30][cH:31][cH:32]3)[NH2:33])[n:25]2)[cH:34][cH:35]1.[n:41]1([O:42][C:43]([N:44]([CH3:45])[CH3:46])=[N+:47]([CH3:48])[CH3:49])[c:50]2[cH:51][cH:52][cH:53][cH:54][c:55]2[n:56][n:57]1>>[CH3:1][c:2]1[cH:3][c:4]([C:5](=[O:7])[NH:33][CH:26]([c:24]2[nH:23][c:22]3[c:21]([cH:20][c:19]([Cl:18])[cH:35][cH:34]3)[n:25]2)[c:27]2[cH:28][n:29][cH:30][cH:31][cH:32]2)[cH:8][cH:9][c:10]1[N:11]1[C:12](=[O:17])[CH2:13][O:14][CH2:15][CH2:16]1. Reactants: COC(CCCCCCCNC(C1=CC=C(C=C1)C=NN=C1C(NC2=CC=C(C=C12)F)=O)=O)=O (8-(4-(((5-fluoro-2-oxoindolin-3-ylidene)hydrazono)methyl)benzamido)octanoic acid methyl ester), CO (CH3OH), solution, [Li+].[OH-] (LiOH), Cl (hydrochloric acid). The solvent is O (H2O). Conditions: time 24 hour. Product: FC=1C=C2C(C(NC2=CC1)=O)=NN=CC1=CC=C(C(=O)NCCCCCCCC(=O)O)C=C1 (8-(4-(((5-fluoro-2-oxoindolin-3-ylidene)hydrazono)methyl)benzamido)-octanoic acid). Isolated yield 32.9%. As a reaction SMILES: C[O:2][C:3](=[O:34])[CH2:4][CH2:5][CH2:6][CH2:7][CH2:8][CH2:9][CH2:10][NH:11][C:12](=[O:33])[C:13]1[CH:18]=[CH:17][C:16]([CH:19]=[N:20][N:21]=[C:22]2[C:30]3[C:25](=[CH:26][CH:27]=[C:28]([F:31])[CH:29]=3)[NH:24][C:23]2=[O:32])=[CH:15][CH:14]=1.CO.[Li+].[OH-].Cl>O>[F:31][C:28]1[CH:29]=[C:30]2[C:25](=[CH:26][CH:27]=1)[NH:24][C:23](=[O:32])[C:22]2=[N:21][N:20]=[CH:19][C:16]1[CH:15]=[CH:14][C:13]([C:12]([NH:11][CH2:10][CH2:9][CH2:8][CH2:7][CH2:6][CH2:5][CH2:4][C:3]([OH:34])=[O:2])=[O:33])=[CH:18][CH:17]=1 |f:2.3|. Procedure: 8-(4-(((5-fluoro-2-oxoindolin-3-ylidene)hydrazono)methyl)benzamido)octanoic acid methyl ester (466 mg, 1 mmol) and 300ml of CH3OH were stirred at room temperature while 25 ml of 4 N solution of LiOH in H2O was added. The mixture was stirred for 24 hours at room temperature. The mixture is neutralized with concentrated hydrochloric acid to pH 7 and evaporated under vacuum to remove methanol. The residue was adjusted to pH 3 with concentrated hydrochloric acid. The solids were collected by vacuum ... Reactants: [H-].[Al+3].[Li+].[H-].[H-].[H-] (lithium aluminum hydride), COC1=C(CC2C(NCC(N2)=O)=O)C=CC=C1OC (3-(2,3-dimethoxybenzyl)-2,5-piperazinedione), COCCOC (1,2-dimethoxyethane), ice water, [H-].[Al+3].[Li+].[H-].[H-].[H-] (lithium aluminum hydride). Solvent: O1CCCC1 (tetrahydrofuran), O1CCCC1 (tetrahydrofuran). Conditions: temperature 60 celsius. Yields the product COC1=C(CC2NCCNC2)C=CC=C1OC (2-(2,3-dimethoxybenzyl)piperazine). The yield is 86.1%. RXN SMILES: [CH3:1][O:2][C:3]1[C:17]([O:18][CH3:19])=[CH:16][CH:15]=[CH:14][C:4]=1[CH2:5][CH:6]1[NH:11][C:10](=O)[CH2:9][NH:8][C:7]1=O.COCCOC.[H-].[Al+3].[Li+].[H-].[H-].[H-]>O1CCCC1>[CH3:1][O:2][C:3]1[C:17]([O:18][CH3:19])=[CH:16][CH:15]=[CH:14][C:4]=1[CH2:5][CH:6]1[CH2:7][NH:8][CH2:9][CH2:10][NH:11]1 |f:2.3.4.5.6.7|. Procedure: A suspension of 3-(2,3-dimethoxybenzyl)-2,5-piperazinedione (1.26 g) in a mixed solvent of tetrahydrofuran (50 ml) and 1,2-dimethoxyethane (50 ml) was heated at 60° C. with stirring and lithium aluminum hydride (0.905 g) was added thereto portionwise carefully. After the reaction mixture was heated at 70° C. with stirring for 3 hours, lithium aluminum hydride (0.20 g) and tetrahydrofuran (30 ml) were added thereto again and the suspension was stirred at the same temperature for 12 hours. After b... Starting materials: C=C(I)c1ccc(OCc2ccccc2)cc1, C=C[Sn](CCCC)(CCCC)CCCC, CN(C)C=O. Product: C=CC(=C)c1ccc(OCc2ccccc2)cc1. As a reaction SMILES: [CH2:1]([c:2]1[cH:3][cH:4][cH:5][cH:6][cH:7]1)[O:8][c:9]1[cH:10][cH:11][c:12]([C:15](=[CH2:16])[I:17])[cH:13][cH:14]1.[CH:18](=[CH2:19])[Sn:20]([CH2:21][CH2:22][CH2:23][CH3:24])([CH2:25][CH2:26][CH2:27][CH3:28])[CH2:29][CH2:30][CH2:31][CH3:32].[O:33]=[CH:34][N:35]([CH3:36])[CH3:37]>>[CH2:1]([c:2]1[cH:3][cH:4][cH:5][cH:6][cH:7]1)[O:8][c:9]1[cH:10][cH:11][c:12]([C:15](=[CH2:16])[CH:18]=[CH2:19])[cH:13][cH:14]1. As a reaction SMILES: [C:1]([O:2][C:3](=[O:4])[N:8]1[CH2:9][CH:10]([O:13][CH2:14][c:15]2[cH:16][cH:17][c:18]([Cl:21])[cH:19][cH:20]2)[CH2:11][CH2:12]1)([CH3:5])([CH3:6])[CH3:7].[CH:22]([OH:23])=[O:24]>>[NH:8]1[CH2:9][CH:10]([O:13][CH2:14][c:15]2[cH:16][cH:17][c:18]([Cl:21])[cH:19][cH:20]2)[CH2:11][CH2:12]1. Reactants: CC(C)(C)OC(=O)N1CCC(OCc2ccc(Cl)cc2)C1, O=CO. The product is Clc1ccc(COC2CCNC2)cc1. Starting materials: C(C)OC(\C=C\C(=O)[O-])=O (mono-ethylfumarate), FC1=CC=C(C=C1)C1CCNCC1 (4-(4-fluorophenyl)piperidine), Cl.CN(CCCN=C=NCC)C (1-[3-(Dimethylamino)propyl]-3-ethylcarbodiimide hydrochloride). Run in C(Cl)Cl (CH2Cl2), C(Cl)Cl (CH2Cl2). Yields the product C(C1=CC=CC=C1)N1CC(C(C1)C(=O)OCC)C(=O)N1CCC(CC1)C1=CC=C(C=C1)F (1-Benzyl-3-(RS)-(4-(4-fluorophenyl)piperidinylcarbonyl)-4-(RS)-(ethoxy carbonyl)pyrrolidine). Isolated yield 100.3%. As a reaction SMILES: [CH2:1]([O:3][C:4](=[O:10])/[CH:5]=[CH:6]/[C:7]([O-:9])=O)[CH3:2].[F:11][C:12]1[CH:17]=[CH:16][C:15]([CH:18]2[CH2:23][CH2:22][NH:21][CH2:20][CH2:19]2)=[CH:14][CH:13]=1.Cl.[CH3:25][N:26]([CH3:35])[CH2:27][CH2:28][CH2:29]N=C=NCC>C(Cl)Cl>[CH2:27]([N:26]1[CH2:25][CH:5]([C:4]([O:3][CH2:1][CH3:2])=[O:10])[CH:6]([C:7]([N:21]2[CH2:20][CH2:19][CH:18]([C:15]3[CH:16]=[CH:17][C:12]([F:11])=[CH:13][CH:14]=3)[CH2:23][CH2:22]2)=[O:9])[CH2:35]1)[C:28]1[CH:29]=[CH:7][CH:6]=[CH:5][CH:4]=1 |f:2.3|. Reported procedure: A solution of 2.87 g (20 mmol) of mono-ethylfumarate (Aldrich), 3.24 g (20 mmol of 4-(4-fluorophenyl)piperidine, 2.93 g (24 mmol) of 4-dimethylaminopyridinie, and 7.67 g (40 mmol) of 1-[3-(Dimethylamino)propyl]-3-ethylcarbodiimide hydrochloride in 40 mL of CH2Cl2 at rt was stirred for 2.5 h. The reaction mixture was diluted with CH2Cl2, washed with NaHCO3, dried over Na2SO4, filtered. The filtrate was concentrated and the residue was purified by chromatography (silica, acetone: hexanes, 1:3) to ... Reactants: [Br-], O=C([O-])[O-], COCCOc1ccc(C=O)c([N+](=O)[O-])c1, CO, [K+], [K+], c1ccc([P+](Cc2n[nH]c3ccccc23)(c2ccccc2)c2ccccc2)cc1. The product is COCCOc1ccc(C=Cc2n[nH]c3ccccc23)c([N+](=O)[O-])c1. Reaction SMILES: [Br-:17].[C:47](=[O:48])([O-:49])[O-:50].[CH3:1][O:2][CH2:3][CH2:4][O:5][c:6]1[cH:7][c:8]([N+:14](=[O:15])[O-:16])[c:9]([CH:10]=[O:11])[cH:12][cH:13]1.[CH3:53][OH:54].[K+:51].[K+:52].[nH:18]1[n:19][c:20]([CH2:27][P+:28]([c:29]2[cH:30][cH:31][cH:32][cH:33][cH:34]2)([c:35]2[cH:36][cH:37][cH:38][cH:39][cH:40]2)[c:41]2[cH:42][cH:43][cH:44][cH:45][cH:46]2)[c:21]2[cH:22][cH:23][cH:24][cH:25][c:26]12>>[CH3:1][O:2][CH2:3][CH2:4][O:5][c:6]1[cH:7][c:8]([N+:14](=[O:15])[O-:16])[c:9]([CH:10]=[CH:27][c:20]2[n:19][nH:18][c:26]3[c:21]2[cH:22][cH:23][cH:24][cH:25]3)[cH:12][cH:13]1.